From a dataset of the Open Reaction Database (ORD), a public repository of structured organic reaction records. describe an organic reaction: reactants, conditions, products, and yield Run at temperature 20 celsius, time 20 minute. The yield is 69.1%. Run in CCOCC (ether), ClCCl (dichloromethane). Procedure: To a solution of furo[3,4-d]-1,3-dioxole-β-D ribofuranose acid (5.0 g) in dichloromethane (50 ml) was added carbonyl diimidazole (4.83 g), the mixture was stirred for 20 min at 20° C. and 1-amino-2-butanol (2.45 g) was added and the mixture was stirred, under nitrogen, at 20° C. for 18 h. The mixture was diluted with ether (50 ml) and washed with saturated citric acid solution (100 ml) and saturated aqueous sodium bicarbonate (100 ml). The layers were separated and the organic layers concentrate... As a reaction SMILES: O1[C:5]2=CO[CH:8]=[C:4]2OC1.[OH:9][C@@H:10]1[O:16][C@H:15]([CH2:17][OH:18])[C@@H:13]([OH:14])[C@H:11]1[OH:12].[C:19](C1NC=CN=1)(C1NC=CN=1)=O.[NH2:31][CH2:32][CH:33]([OH:36])[CH2:34][CH3:35]>ClCCl.CCOCC>[OH:36][CH:33]([CH2:34][CH3:35])[CH2:32][NH:31][C:17]([C@@H:15]1[C@H:13]2[C@@H:11]([O:12][C:4]([CH3:5])([CH3:8])[O:14]2)[C@H:10]([O:9][CH3:19])[O:16]1)=[O:18] |f:0.1|. The reactants are O1COC=2C1=COC2.O[C@H]1[C@H](O)[C@H](O)[C@H](O1)CO (furo[3,4-d]-1,3-dioxole β-D ribofuranose), C(=O)(C=1NC=CN1)C=1NC=CN1 (carbonyl diimidazole), NCC(CC)O (1-amino-2-butanol). Yields the product OC(CNC(=O)[C@H]1O[C@H]([C@@H]2OC(O[C@H]21)(C)C)OC)CC ((3aR,4S,6R,6a R)-N-(2-hydroxybutyl)-6-methoxy-2,2-dimethyltetrahydrofuro[3,4-d][1,3]dioxole-4-carboxamide). The solvent is CN(C)C=O (DMF), O (water), [NH4+].[Cl-] (NH4Cl). Yield: 57.0%. Reagents/catalysts: C1([P]([Pd][P](C2=CC=CC=C2)(C3=CC=CC=C3)C4=CC=CC=C4)(C5=CC=CC=C5)C6=CC=CC=C6)=CC=CC=C1 (bis(triphenylphosphine)palladium). Starting materials: C(C)(C)C=1C=CC(=C(C1)B(O)O)OC (5-isopropyl-2-methoxybenzeneboronic acid), BrC=1C=C(C=CC1)C(CC(=O)O)C=1OC(=NN1)C (3-(3-Bromo-phenyl)-3-(5-methyl-[1,3,4]oxadiazol-2-yl)-propionic acid). Procedure details: 12.83 g (66.11 mmol) of 5-isopropyl-2-methoxybenzeneboronic acid, 48.97 g (150.3 mmol) and 18.7 g (60.1 mmol) of 3-(3-Bromo-phenyl)-3-(5-methyl-[1,3,4]oxadiazol-2-yl)-propionic acid are heated together with 3 mmol of bis(triphenylphosphine)palladium (II) dichloride in 200 ml of DMF and 30 ml of water for 10 hours at 100° C. The reaction mixture is diluted with conc. NH4Cl solution (200 ml) and extracted with methyl-tetrahydrofurane. The organic phase is filtrated over Celite and 100 g of SiO2 an... Reaction SMILES: [CH:1]([C:4]1[CH:5]=[CH:6][C:7]([O:13][CH3:14])=[C:8](B(O)O)[CH:9]=1)([CH3:3])[CH3:2].Br[C:16]1[CH:17]=[C:18]([CH:22]([C:27]2[O:28][C:29]([CH3:32])=[N:30][N:31]=2)[CH2:23][C:24]([OH:26])=[O:25])[CH:19]=[CH:20][CH:21]=1>CN(C=O)C.O.[NH4+].[Cl-].C1(C=CC=CC=1)[P](C1C=CC=CC=1)(C1C=CC=CC=1)[Pd][P](C1C=CC=CC=1)(C1C=CC=CC=1)C1C=CC=CC=1>[CH:1]([C:4]1[CH:5]=[CH:6][C:7]([O:13][CH3:14])=[C:8]([C:20]2[CH:21]=[CH:16][CH:17]=[C:18]([CH:22]([C:27]3[O:28][C:29]([CH3:32])=[N:30][N:31]=3)[CH2:23][C:24]([OH:26])=[O:25])[CH:19]=2)[CH:9]=1)([CH3:3])[CH3:2] |f:4.5,^1:46,60|. Product: C(C)(C)C=1C=CC(=C(C1)C1=CC(=CC=C1)C(CC(=O)O)C=1OC(=NN1)C)OC (3-(5′-Isopropyl-2′-methoxy-biphenyl-3-yl)-3-(5-methyl-[1,3,4]oxadiazol-2-yl)-propionic acid). Starting materials: CO, [Cl-], CC1(C)Oc2cc(O)c(NC(=O)CCl)cc2C(NCCc2ccccc2)C1O, [NH4+], [Na+], [OH-]. The product is CC1(C)Oc2cc3c(cc2C(NCCc2ccccc2)C1O)NC(=O)CO3. As a reaction SMILES: [CH3:31][OH:32].[Cl-:29].[Cl:1][CH2:2][C:3](=[O:4])[NH:5][c:6]1[c:7]([OH:28])[cH:8][c:9]2[c:10]([cH:27]1)[CH:11]([NH:18][CH2:19][CH2:20][c:21]1[cH:22][cH:23][cH:24][cH:25][cH:26]1)[CH:12]([OH:17])[C:13]([CH3:15])([CH3:16])[O:14]2.[NH4+:30].[Na+:34].[OH-:33]>>[CH2:2]1[C:3](=[O:4])[NH:5][c:6]2[c:7]([cH:8][c:9]3[c:10]([cH:27]2)[CH:11]([NH:18][CH2:19][CH2:20][c:21]2[cH:22][cH:23][cH:24][cH:25][cH:26]2)[CH:12]([OH:17])[C:13]([CH3:15])([CH3:16])[O:14]3)[O:28]1. Reactants: BrCC1=CC(=NN1C)[N+](=O)[O-] (5-(Bromomethyl)-1-methyl-3-nitro-1H-pyrazole), N1CCC1 (azetidine). The solvent is C1CCOC1 (THF). Reaction conditions: time 24 hour. Yields the product N1(CCC1)CC1=CC(=NN1C)[N+](=O)[O-] (5-(Azetidin-1-ylmethyl)-1-methyl-3-nitro-1H-pyrazole). Yield: 99.4%. As a reaction SMILES: Br[CH2:2][C:3]1[N:7]([CH3:8])[N:6]=[C:5]([N+:9]([O-:11])=[O:10])[CH:4]=1.[NH:12]1[CH2:15][CH2:14][CH2:13]1>C1COCC1>[N:12]1([CH2:2][C:3]2[N:7]([CH3:8])[N:6]=[C:5]([N+:9]([O-:11])=[O:10])[CH:4]=2)[CH2:15][CH2:14][CH2:13]1. Procedure: A 250-mL single-neck round-bottomed flask equipped with a magnetic stirrer and nitrogen inlet was charged with THF (45 mL), 20 (1.66 g, 7.54 mmol), azetidine (531 mg, 9.31 mmol) and stirred at room temperature for 24 h. After this time the reaction was concentrated to dryness under reduced pressure, and the resulting solid was diluted with a mixture of methylene chloride (15 mL) and 10% aqueous potassium carbonate (15 mL). The aqueous layer was separated and extracted with methylene chloride (2×... The reactants are NC1CN(C1)C(=O)OC(C)(C)C (tert-butyl 3-aminoazetidine-1-carboxylate), O=C(C=O)C (2-oxopropanal). Run at time 5 minute. Product: O=C(\C=N\C1CN(C1)C(=O)OC(C)(C)C)C (tert-Butyl 3-{[(1E)-2-oxopropylidene]amino}azetidine-1-carboxylate). As a reaction SMILES: [NH2:1][CH:2]1[CH2:5][N:4]([C:6]([O:8][C:9]([CH3:12])([CH3:11])[CH3:10])=[O:7])[CH2:3]1.[O:13]=[C:14]([CH3:17])[CH:15]=O>>[O:13]=[C:14]([CH3:17])/[CH:15]=[N:1]/[CH:2]1[CH2:3][N:4]([C:6]([O:8][C:9]([CH3:12])([CH3:11])[CH3:10])=[O:7])[CH2:5]1. Reported procedure: A mixture of tert-butyl 3-aminoazetidine-1-carboxylate (16.8 g, 97.5 mmol) and 2-oxopropanal (10 g, 140 mmol) was stirred for 5 minutes at room temperature. The resulting material was purified via silica gel chromatography (Eluant: 1:1 petroleum ether: ethyl acetate) to give the product as an oil, which was used directly in the next step. Yield: 12.5 g, 55.2 mmol, 57%. The reactants are ClCCl, CS(=O)(=O)Cl, Cl, COC(=O)c1ccc(N)cc1, c1ccncc1. Product: COC(=O)c1ccc(NS(C)(=O)=O)cc1. As a reaction SMILES: [CH2:24]([Cl:25])[Cl:26].[CH3:1][S:2]([Cl:3])(=[O:4])=[O:5].[ClH:23].[NH2:12][c:13]1[cH:14][cH:15][c:16]([C:17](=[O:18])[O:19][CH3:20])[cH:21][cH:22]1.[cH:6]1[cH:7][cH:8][n:9][cH:10][cH:11]1>>[CH3:1][S:2](=[O:4])(=[O:5])[NH:12][c:13]1[cH:14][cH:15][c:16]([C:17](=[O:18])[O:19][CH3:20])[cH:21][cH:22]1.